From a dataset of the Open Reaction Database (ORD), a public repository of structured organic reaction records. describe an organic reaction: reactants, conditions, products, and yield Reactants: OC1=CC=C2CCC(NC2=C1)=O (7-hydroxy-3,4-dihydro-1H-quinolin-2-one), ClCC1=C(N=C(S1)C1=CC=C(C=C1)C(F)(F)F)C (5-chloromethyl-4-methyl-2-(4-trifluoromethyl-phenyl)-thiazole), C(=O)([O-])[O-].[Cs+].[Cs+] (Cs2CO3). Solvent: CN(C)C=O (DMF). Reaction conditions: temperature 60 celsius. The product is CC=1N=C(SC1COC1=CC=C2CCC(NC2=C1)=O)C1=CC=C(C=C1)C(F)(F)F (7-[4-Methyl-2-(4-trifluoromethyl-phenyl)-thiazol-5-ylmethoxy]-3,4-dihydro-1H-quinolin-2-one). Isolated yield 29.3%. RXN SMILES: [OH:1][C:2]1[CH:11]=[C:10]2[C:5]([CH2:6][CH2:7][C:8](=[O:12])[NH:9]2)=[CH:4][CH:3]=1.Cl[CH2:14][C:15]1[S:19][C:18]([C:20]2[CH:25]=[CH:24][C:23]([C:26]([F:29])([F:28])[F:27])=[CH:22][CH:21]=2)=[N:17][C:16]=1[CH3:30].C([O-])([O-])=O.[Cs+].[Cs+]>CN(C=O)C>[CH3:30][C:16]1[N:17]=[C:18]([C:20]2[CH:21]=[CH:22][C:23]([C:26]([F:29])([F:28])[F:27])=[CH:24][CH:25]=2)[S:19][C:15]=1[CH2:14][O:1][C:2]1[CH:11]=[C:10]2[C:5]([CH2:6][CH2:7][C:8](=[O:12])[NH:9]2)=[CH:4][CH:3]=1 |f:2.3.4|. Procedure: A solution of 7-hydroxy-3,4-dihydro-1H-quinolin-2-one (310 mg, 1.90 mmol) and 5-chloromethyl-4-methyl-2-(4-trifluoromethyl-phenyl)-thiazole (666 mg, 2.28 mmol) in DMF (3.0 mL) is treated with Cs2CO3 (1.25 g, 3.80 mmol). The resulting suspension is heated at 60° C. for 5 hours and then quenched with water dropwise. The mixture is extracted with EtOAc (40 mL×3) and the combined organics are dried (Na2SO4), concentrated to a suspension. It is then filtered and the solid is rinsed with EtOAc (2 mL) ... Reactants: CS(=O)(=O)Cl (Methanesulfonyl chloride), C(CC)N1C2CC(CC1CC2)NC=2C=C1C=NN(C1=CC2)C2OCCCC2 (N-(8-propyl-8-azabicyclo[3.2.1]oct-3-yl)-1-tetrahydro-2H-pyran-2-yl-1H-indazol-5-amine), C(O)([O-])=O.[Na+] (sodium hydrogencarbonate). Run in N1=CC=CC=C1 (pyridine). Reaction conditions: time 3 day. Product: C(CC)N1C2CC(CC1CC2)N(S(=O)(=O)C)C=2C=C1C=NN(C1=CC2)C2OCCCC2 (N-(8-propyl-8-azabicyclo[3.2.1]oct-3-yl)-N-(1-tetrahydro-2H-pyran-2-yl-1H-indazol-5-yl)-methanesulfonamide). Yield: 44.8%. Reaction SMILES: [CH3:1][S:2](Cl)(=[O:4])=[O:3].[CH2:6]([N:9]1[CH:14]2[CH2:15][CH2:16][CH:10]1[CH2:11][CH:12]([NH:17][C:18]1[CH:19]=[C:20]3[C:24](=[CH:25][CH:26]=1)[N:23]([CH:27]1[CH2:32][CH2:31][CH2:30][CH2:29][O:28]1)[N:22]=[CH:21]3)[CH2:13]2)[CH2:7][CH3:8].C(=O)([O-])O.[Na+]>N1C=CC=CC=1>[CH2:6]([N:9]1[CH:14]2[CH2:15][CH2:16][CH:10]1[CH2:11][CH:12]([N:17]([C:18]1[CH:19]=[C:20]3[C:24](=[CH:25][CH:26]=1)[N:23]([CH:27]1[CH2:32][CH2:31][CH2:30][CH2:29][O:28]1)[N:22]=[CH:21]3)[S:2]([CH3:1])(=[O:4])=[O:3])[CH2:13]2)[CH2:7][CH3:8] |f:2.3|. Procedure: Methanesulfonyl chloride (0.10 ml, 1.29 mmol) was added to a solution of N-(8-propyl-8-azabicyclo[3.2.1]oct-3-yl)-1-tetrahydro-2H-pyran-2-yl-1H-indazol-5-amine (37 mg, 0.100 mmol) in pyridine (1 ml), and the resulting mixture was stirred at room temperature for 3 days. The reaction solution was poured into a saturated aqueous sodium hydrogencarbonate solution, followed by extraction with ethyl acetate, and the extract solution was washed with a saturated aqueous sodium chloride solution, dried o... Procedure: To a solution of 6-benzyloxy-naphthalen-1-ylamine (4.71 grams, 16.2 mmol) in DMF (25.0 mL) at room temperature was added NaH (372 mg, 16.2 mmol). After 0.5 h, 2-chloro-3-nitropyridine (5.53 grams, 35 mmol) and potassium iodide (2.8 grams, 17 mmol) were added. The reaction mixture was heated at 146° C. for 17 hours. The cooled solution was diluted with ether (300 mL) and the ether solution was washed with saturated aqueous NaCl (2×50 mL). The aqueous solution was extracted with CHCl3 (3×50 mL). T... RXN SMILES: [CH2:1]([O:8][C:9]1[CH:10]=[C:11]2[C:16](=[CH:17][CH:18]=1)[C:15]([NH2:19])=[CH:14][CH:13]=[CH:12]2)[C:2]1[CH:7]=[CH:6][CH:5]=[CH:4][CH:3]=1.[H-].[Na+].Cl[C:23]1[C:28]([N+:29]([O-:31])=[O:30])=[CH:27][CH:26]=[CH:25][N:24]=1.[I-].[K+]>CN(C=O)C.CCOCC>[CH2:1]([O:8][C:9]1[CH:10]=[C:11]2[C:16](=[CH:17][CH:18]=1)[C:15]([NH:19][C:23]1[C:28]([N+:29]([O-:31])=[O:30])=[CH:27][CH:26]=[CH:25][N:24]=1)=[CH:14][CH:13]=[CH:12]2)[C:2]1[CH:3]=[CH:4][CH:5]=[CH:6][CH:7]=1 |f:1.2,4.5|. Reaction conditions: temperature 146 celsius, time 0.5 hour. Yields the product C(C1=CC=CC=C1)OC=1C=C2C=CC=C(C2=CC1)NC1=NC=CC=C1[N+](=O)[O-] ((6-Benzyloxy-naphthalen-1-yl)-(3-nitro-pyridin-2-yl)-amine). The solvent is CN(C)C=O (DMF), CCOCC (ether). Starting materials: C(C1=CC=CC=C1)OC=1C=C2C=CC=C(C2=CC1)N (6-benzyloxy-naphthalen-1-ylamine), [H-].[Na+] (NaH), ClC1=NC=CC=C1[N+](=O)[O-] (2-chloro-3-nitropyridine), [I-].[K+] (potassium iodide). Reactants: COC(CCCC=1SC(=CC1)C1=NC(=NC=C1C)NC1CC(NC(C1)(C)C)(C)C)=O (4-{5-[5-Methyl-2-(2,2,6,6-tetramethyl-piperidin-4-ylamino)-pyrimidin-4-yl]-thiophen-2-yl}-butyric acid methyl ester), [H-].[H-].[H-].[H-].[Li+].[Al+3] (LAH). Run in C1CCOC1 (THF). Conditions: time 30 minute. Product: CC=1C(=NC(=NC1)NC1CC(NC(C1)(C)C)(C)C)C1=CC=C(S1)CCCCO (4-{5-[5-Methyl-2-(2,2,6,6-tetramethyl-piperidin-4-ylamino)-pyrimidin-4-yl]-thiophen-2-yl}-butan-1-ol). As a reaction SMILES: C[O:2][C:3](=O)[CH2:4][CH2:5][CH2:6][C:7]1[S:8][C:9]([C:12]2[C:17]([CH3:18])=[CH:16][N:15]=[C:14]([NH:19][CH:20]3[CH2:25][C:24]([CH3:27])([CH3:26])[NH:23][C:22]([CH3:29])([CH3:28])[CH2:21]3)[N:13]=2)=[CH:10][CH:11]=1.[H-].[H-].[H-].[H-].[Li+].[Al+3]>C1COCC1>[CH3:18][C:17]1[C:12]([C:9]2[S:8][C:7]([CH2:6][CH2:5][CH2:4][CH2:3][OH:2])=[CH:11][CH:10]=2)=[N:13][C:14]([NH:19][CH:20]2[CH2:21][C:22]([CH3:28])([CH3:29])[NH:23][C:24]([CH3:27])([CH3:26])[CH2:25]2)=[N:15][CH:16]=1 |f:1.2.3.4.5.6|. Reported procedure: The ester from Step B (37 mg, 0.09 mmol) was dissolved in 1 ml of THF and LAH (1M in THF, 0.22 ml, 0.22 mmol) was added. After 30 minutes, the mixture was quenched with water and extracted with ether. The organic layers were washed with brine, dried over sodium sulfate and evaporated. The crude product was purified by preparative HPLC. Yield: 15 mg (43%).